From a dataset of the Open Reaction Database (ORD), a public repository of structured organic reaction records. describe an organic reaction: reactants, conditions, products, and yield The reactants are C([O-])([O-])=O.[Na+].[Na+] (sodium carbonate), O (water), C(=C)(C)B(O)O (isopropenyl boronic acid), BrC1=NC(=CC=C1OC)I (2-bromo-6-iodo-3-methoxy-pyridine). Reagents/catalysts: C=1C=CC(=CC1)[P](C=2C=CC=CC2)(C=3C=CC=CC3)[Pd]([P](C=4C=CC=CC4)(C=5C=CC=CC5)C=6C=CC=CC6)([P](C=7C=CC=CC7)(C=8C=CC=CC8)C=9C=CC=CC9)[P](C=1C=CC=CC1)(C=1C=CC=CC1)C=1C=CC=CC1 (tetrakis(triphenylphosphine)palladium). Solvent: C(C)(=O)OCC (ethyl acetate), COCCOC (1,2-dimethoxy-ethane), C(C)O (ethanol). Run at temperature 80 celsius, time 5 hour. The product is BrC1=NC(=CC=C1OC)C(=C)C (2-bromo-6-isopropenyl-3-methoxy-pyridine). Isolated yield 23.7%. RXN SMILES: [C:1](B(O)O)([CH3:3])=[CH2:2].[Br:7][C:8]1[C:13]([O:14][CH3:15])=[CH:12][CH:11]=[C:10](I)[N:9]=1.C(=O)([O-])[O-].[Na+].[Na+].O>COCCOC.C(O)C.C1C=CC([P]([Pd]([P](C2C=CC=CC=2)(C2C=CC=CC=2)C2C=CC=CC=2)([P](C2C=CC=CC=2)(C2C=CC=CC=2)C2C=CC=CC=2)[P](C2C=CC=CC=2)(C2C=CC=CC=2)C2C=CC=CC=2)(C2C=CC=CC=2)C2C=CC=CC=2)=CC=1.C(OCC)(=O)C>[Br:7][C:8]1[C:13]([O:14][CH3:15])=[CH:12][CH:11]=[C:10]([C:1]([CH3:3])=[CH2:2])[N:9]=1 |f:2.3.4,^1:36,38,57,76|. Procedure: To 0.5M-isopropenyl magnesium bromide/tetrahydrofuran is added trimethyl borate (3.3 ml) and the mixture is stirred under nitrogen atmosphere at room temperature for 30 minutes. To the reaction solution are added 6N-hydrochloric acid and diethylether, and the mixture is separated. The organic layer is washed with a saturated brine, dried over magnesium sulfate, and concentrated under reduced pressure to give isopropenylboronic acid as a crude product (818 mg). The above crude isopropenyl boronic...